This data is from the Open Reaction Database (ORD), a public repository of structured organic reaction records. The task is: describe an organic reaction: reactants, conditions, products, and yield Product: COc1cc(C2Nc3ccc(C(=N)N)cc3C3c4ccccc4CC23)c(-c2ccc(C(=O)NCC(C)C)cc2OC)cc1O. RXN SMILES: [C:1]([NH2:2])(=[NH:3])[c:4]1[cH:5][c:6]2[c:11]([cH:12][cH:13]1)[NH:10][CH:9]([c:14]1[c:15](-[c:23]3[c:24]([O:32][CH3:33])[cH:25][c:26]([C:29](=[O:30])[OH:31])[cH:27][cH:28]3)[cH:16][c:17]([OH:22])[c:18]([O:20][CH3:21])[cH:19]1)[CH:8]1[CH:7]2[c:40]2[c:35]([cH:36][cH:37][cH:38][cH:39]2)[CH2:34]1.[CH2:41]([CH:42]([CH3:43])[CH3:44])[NH2:45].[O:46]=[CH:47][N:48]([CH3:49])[CH3:50]>>[C:1]([NH2:2])(=[NH:3])[c:4]1[cH:5][c:6]2[c:11]([cH:12][cH:13]1)[NH:10][CH:9]([c:14]1[c:15](-[c:23]3[c:24]([O:32][CH3:33])[cH:25][c:26]([C:29](=[O:31])[NH:45][CH2:41][CH:42]([CH3:43])[CH3:44])[cH:27][cH:28]3)[cH:16][c:17]([OH:22])[c:18]([O:20][CH3:21])[cH:19]1)[CH:8]1[CH:7]2[c:40]2[c:35]([cH:36][cH:37][cH:38][cH:39]2)[CH2:34]1. Starting materials: COc1cc(C2Nc3ccc(C(=N)N)cc3C3c4ccccc4CC23)c(-c2ccc(C(=O)O)cc2OC)cc1O, CC(C)CN, CN(C)C=O. As a reaction SMILES: [CH3:36][CH2:37][O-:38].[CH3:40][CH2:41][OH:42].[CH:30](=[O:31])[O:32][CH2:33][CH3:34].[ClH:39].[Na+:35].[O:1]=[C:2]1[NH:3][c:4]2[cH:5][c:6]([C:11](=[O:12])[c:13]3[cH:14][c:15]([NH:19][C:20](=[O:21])[c:22]4[n:23][n:24]([CH3:29])[c:25]([CH2:27][CH3:28])[cH:26]4)[cH:16][cH:17][cH:18]3)[cH:7][cH:8][c:9]2[CH2:10]1>>[O:1]=[C:2]1[NH:3][c:4]2[cH:5][c:6]([C:11](=[O:12])[c:13]3[cH:14][c:15]([NH:19][C:20](=[O:21])[c:22]4[n:23][n:24]([CH3:29])[c:25]([CH2:27][CH3:28])[cH:26]4)[cH:16][cH:17][cH:18]3)[cH:7][cH:8][c:9]2[C:10]1=[CH:30][OH:31]. Starting materials: CC[O-], CCO, CCOC=O, Cl, [Na+], CCc1cc(C(=O)Nc2cccc(C(=O)c3ccc4c(c3)NC(=O)C4)c2)nn1C. Yields the product CCc1cc(C(=O)Nc2cccc(C(=O)c3ccc4c(c3)NC(=O)C4=CO)c2)nn1C. Reactants: C(C)(C)(C)OC(NC1CC(CCC1)(CC1=C(C=CC=C1)F)F)=O (tert-Butyl-3-fluoro-3-(2-fluorobenzyl)cyclohexylcarbamate), Cl (HCl). Solvent: O1CCOCC1 (dioxane). Conditions: time 8 hour. Yields the product FC1(CC(CCC1)N)CC1=C(C=CC=C1)F (3-fluoro-3-(2-fluorobenzyl)cyclohexanamine). RXN SMILES: C(OC(=O)[NH:7][CH:8]1[CH2:13][CH2:12][CH2:11][C:10]([F:22])([CH2:14][C:15]2[CH:20]=[CH:19][CH:18]=[CH:17][C:16]=2[F:21])[CH2:9]1)(C)(C)C.Cl>O1CCOCC1>[F:22][C:10]1([CH2:14][C:15]2[CH:20]=[CH:19][CH:18]=[CH:17][C:16]=2[F:21])[CH2:11][CH2:12][CH2:13][CH:8]([NH2:7])[CH2:9]1. Procedure details: tert-Butyl-3-fluoro-3-(2-fluorobenzyl)cyclohexylcarbamate was reacted with HCl in dioxane (4 M) at room temperature. After stirring for overnight, 3-fluoro-3-(2-fluorobenzyl)cyclohexanamine was obtained after the removal of solvent by rotary evaporation. The reactants are C1CCOC1, COC(=O)Cl, Cc1c(NS(C)(=O)=O)cccc1N(Cc1ccccc1)Cc1ccc(Oc2cccc(OCCN)c2)cc1. Product: COC(=O)NCCOc1cccc(Oc2ccc(CN(Cc3ccccc3)c3cccc(NS(C)(=O)=O)c3C)cc2)c1. Reaction SMILES: [CH2:44]1[O:45][CH2:46][CH2:47][CH2:48]1.[Cl:39][C:40](=[O:41])[O:42][CH3:43].[NH2:1][CH2:2][CH2:3][O:4][c:5]1[cH:6][c:7]([O:8][c:9]2[cH:10][cH:11][c:12]([CH2:13][N:14]([c:15]3[c:16]([CH3:26])[c:17]([NH:21][S:22](=[O:23])(=[O:24])[CH3:25])[cH:18][cH:19][cH:20]3)[CH2:27][c:28]3[cH:29][cH:30][cH:31][cH:32][cH:33]3)[cH:34][cH:35]2)[cH:36][cH:37][cH:38]1>>[NH:1]([CH2:2][CH2:3][O:4][c:5]1[cH:6][c:7]([O:8][c:9]2[cH:10][cH:11][c:12]([CH2:13][N:14]([c:15]3[c:16]([CH3:26])[c:17]([NH:21][S:22](=[O:23])(=[O:24])[CH3:25])[cH:18][cH:19][cH:20]3)[CH2:27][c:28]3[cH:29][cH:30][cH:31][cH:32][cH:33]3)[cH:34][cH:35]2)[cH:36][cH:37][cH:38]1)[C:40](=[O:41])[O:42][CH3:43]. The reactants are N1(CCNCC1)CCN(C1CCC=2C=CC(=CC2C1)O)CCC (7-[(2-Piperazin-1-yl-ethyl)-propyl-amino]-5,6,7,8-tetrahydro-naphthalen-2-ol), C(C)(C)N(CC)C(C)C (diisopropylethylamine), ClC1=CC=NC2=C(C=CC=C12)OC (4-Chloro-8-methoxyquinoline). The solvent is C(C)(C)O (isopropanol). Conditions: time 8 hour. Product: COC=1C=CC=C2C(=CC=NC12)N1CCN(CC1)CCN(C1CCC=2C=CC(=CC2C1)O)CCC (7-((2-(4-(8-methoxyquinolin-4-yl)piperazin-1-yl)ethyl) (propyl)amino)-5,6,7,8-tetrahydronaphthalen-2-ol). Isolated yield 73.0%. RXN SMILES: [N:1]1([CH2:7][CH2:8][N:9]([CH2:21][CH2:22][CH3:23])[CH:10]2[CH2:19][C:18]3[CH:17]=[C:16]([OH:20])[CH:15]=[CH:14][C:13]=3[CH2:12][CH2:11]2)[CH2:6][CH2:5][NH:4][CH2:3][CH2:2]1.C(N(C(C)C)CC)(C)C.Cl[C:34]1[C:43]2[C:38](=[C:39]([O:44][CH3:45])[CH:40]=[CH:41][CH:42]=2)[N:37]=[CH:36][CH:35]=1>C(O)(C)C>[CH3:45][O:44][C:39]1[CH:40]=[CH:41][CH:42]=[C:43]2[C:38]=1[N:37]=[CH:36][CH:35]=[C:34]2[N:4]1[CH2:5][CH2:6][N:1]([CH2:7][CH2:8][N:9]([CH2:21][CH2:22][CH3:23])[CH:10]2[CH2:19][C:18]3[CH:17]=[C:16]([OH:20])[CH:15]=[CH:14][C:13]=3[CH2:12][CH2:11]2)[CH2:2][CH2:3]1. Procedure details: To a mixture of 9a (0.6 g, 1.89 mmol) and diisopropylethylamine (0.4 mL, 2.08 mmol, 1.1 equiv) in 15 mL isopropanol was added 4-chloro-8-methoxyquinoline (17) (0.366 g, 1.89 mmol, 1 equiv). The mixture was refluxed with stirring for overnight. It was then evaporated and concentrate was dissolved in CH2Cl2 (50 mL) and the solution obtained was washed with 5% NaHCO3 (3×50 mL), brine (2×50 mL), and then dried over Na2SO4. The solution was filtered and evaporated to dryness. The residue was purified...